From a dataset of the Open Reaction Database (ORD), a public repository of structured organic reaction records. describe an organic reaction: reactants, conditions, products, and yield Reactants: ClC1=C(C=CC=C1)S (2-chlorothiophenol), [H-].[Na+] (NaH), COC(=O)C1CC(CC1)OS(=O)(=O)C (3-methanesulfonyloxy-cyclopentanecarboxylic acid methyl ester). The solvent is C1CCOC1 (THF), C1CCOC1 (THF). Reaction conditions: time 30 minute. Product: COC(=O)C1CC(CC1)SC1=C(C=CC=C1)Cl (3-(2-Chloro-phenylsulfanyl)-cyclopentanecarboxylic acid methyl ester), oil. Yield: 98.0%. RXN SMILES: [Cl:1][C:2]1[CH:7]=[CH:6][CH:5]=[CH:4][C:3]=1[SH:8].[H-].[Na+].[CH3:11][O:12][C:13]([CH:15]1[CH2:19][CH2:18][CH:17](OS(C)(=O)=O)[CH2:16]1)=[O:14]>C1COCC1>[CH3:11][O:12][C:13]([CH:15]1[CH2:19][CH2:18][CH:17]([S:8][C:3]2[CH:4]=[CH:5][CH:6]=[CH:7][C:2]=2[Cl:1])[CH2:16]1)=[O:14] |f:1.2|. Procedure: A solution of 2-chlorothiophenol (0.19 g, 1.5 eq) in THF (6.0 mL) was treated with NaH (60% dispersion in mineral oil, 0.05 g, 1.5 eq). The resulting solution was stirred at RT for 30 min. A solution of 3-methanesulfonyloxy-cyclopentanecarboxylic acid methyl ester (0.20 g, 1.0 eq) in THF (2.0 mL) was then added dropwise. The mixture was warmed at 50° C. and stirred for 3 h. The mixture was partitioned between 1N sodium bicarbonate and ethyl acetate. The combined organic phases were dried over so... The reactants are BrN1C(CCC1=O)=O (N-bromosuccinimide), CC1(C2=CC=CC=C2C=2C1=CC=1N(C3=CC=CC=C3C1C2)C2=CC=CC=C2)C (12,12-dimethyl-10-phenyl-10,12-dihydro-10-azaindeno[2,1-b]fluorene), C(=O)([O-])[O-].[Na+].[Na+] (Na2CO3). Solvent: C(Cl)(Cl)Cl (chloroform). Run at time 6 hour. Yields the product BrC=1C=C2C=3C=C4C(=CC3N(C2=CC1)C1=CC=CC=C1)C(C1=CC=CC=C14)(C)C (7-bromo-12,12-dimethyl-10-phenyl-10,12-dihydro-10-azaindeno[2,1-b]fluorene). Reaction SMILES: [Br:1]N1C(=O)CCC1=O.[CH3:9][C:10]1([CH3:36])[C:18]2=[CH:19][C:20]3[N:21]([C:30]4[CH:35]=[CH:34][CH:33]=[CH:32][CH:31]=4)[C:22]4[C:27]([C:28]=3[CH:29]=[C:17]2[C:16]2[C:11]1=[CH:12][CH:13]=[CH:14][CH:15]=2)=[CH:26][CH:25]=[CH:24][CH:23]=4.C([O-])([O-])=O.[Na+].[Na+]>C(Cl)(Cl)Cl>[Br:1][C:25]1[CH:26]=[C:27]2[C:22](=[CH:23][CH:24]=1)[N:21]([C:30]1[CH:35]=[CH:34][CH:33]=[CH:32][CH:31]=1)[C:20]1[CH:19]=[C:18]3[C:10]([CH3:36])([CH3:9])[C:11]4[C:16]([C:17]3=[CH:29][C:28]2=1)=[CH:15][CH:14]=[CH:13][CH:12]=4 |f:2.3.4|. Procedure: 9.51 g (54 mmol) of N-bromosuccinimide are added over the course of 15 min to a solution of 19.3 g (54 mmol) of 12,12-dimethyl-10-phenyl-10,12-dihydro-10-azaindeno[2,1-b]fluorene in 80 ml of chloroform at RT under a protective-gas atmosphere and with exclusion of light. The mixture is stirred for 6 h, 80 ml of sat. Na2CO3 soln. are subsequently added, and the organic phase is separated off and dried over Na2SO4. After removal of the solvent under reduced pressure, the residue is recrystallised, ... Reactants: C(C)N(C(C)C)C(C)C (N-ethyldiisopropylamine), N[C@H](CC1=CNC2=CC=CC=C12)C(=O)N[C@@H](CC(C)C)C(=O)N[C@@H](CCCNC(N)=N)C(=O)N1[C@H](C(=O)NCC(=O)N)CCC1.FC(F)(F)C(=O)O (H-D-Trp-Leu-Arg-Pro-Gly-NH2 trifluoroacetate), C(C)N(C(C)C)C(C)C (N-ethyldiisopropylamine), N([C@@H](COC(C)(C)C)C(=O)N[C@@H](CC1=CC=C(C=C1)O)C(=O)NN)C(=O)OC(C)(C)C (Boc-Ser(But)-Tyr-NHNH2), Cl (hydrogen chloride), N(=O)OC(C)(C)C (t-butyl nitrite). Run in CN(C=O)C (dimethylformamide), CN(C=O)C (dimethylformamide), C(C)(=O)OCC (ethyl acetate). Reaction conditions: temperature -15 celsius, time 15 minute. Yields the product N([C@@H](COC(C)(C)C)C(=O)N[C@@H](CC1=CC=C(C=C1)O)C(=O)N[C@H](CC1=CNC2=CC=CC=C12)C(=O)N[C@@H](CC(C)C)C(=O)N[C@@H](CCCNC(N)=N)C(=O)N1[C@H](C(=O)NCC(=O)N)CCC1)C(=O)OC(C)(C)C (Boc-Ser(But)-Tyr-D-Trp-Leu-Arg-Pro-Gly-NH2). Reaction SMILES: [NH:1]([C:25]([O:27][C:28]([CH3:31])([CH3:30])[CH3:29])=[O:26])[C@H:2]([C:9]([NH:11][C@H:12]([C:21]([NH:23]N)=[O:22])[CH2:13][C:14]1[CH:19]=[CH:18][C:17]([OH:20])=[CH:16][CH:15]=1)=[O:10])[CH2:3][O:4][C:5]([CH3:8])([CH3:7])[CH3:6].Cl.N(OC(C)(C)C)=O.C(N(C(C)C)C(C)C)C.N[C@@H:50]([C:61]([NH:63][C@H:64]([C:69]([NH:71][C@H:72]([C:80]([N:82]1[CH2:93][CH2:92][CH2:91][C@H:83]1[C:84]([NH:86][CH2:87][C:88]([NH2:90])=[O:89])=[O:85])=[O:81])[CH2:73][CH2:74][CH2:75][NH:76][C:77](=[NH:79])[NH2:78])=[O:70])[CH2:65][CH:66]([CH3:68])[CH3:67])=[O:62])[CH2:51][C:52]1[C:60]2[C:55](=[CH:56][CH:57]=[CH:58][CH:59]=2)[NH:54][CH:53]=1.FC(C(O)=O)(F)F>CN(C)C=O.C(OCC)(=O)C>[NH:1]([C:25]([O:27][C:28]([CH3:31])([CH3:30])[CH3:29])=[O:26])[C@H:2]([C:9]([NH:11][C@H:12]([C:21]([NH:23][C@@H:50]([C:61]([NH:63][C@H:64]([C:69]([NH:71][C@H:72]([C:80]([N:82]1[CH2:93][CH2:92][CH2:91][C@H:83]1[C:84]([NH:86][CH2:87][C:88]([NH2:90])=[O:89])=[O:85])=[O:81])[CH2:73][CH2:74][CH2:75][NH:76][C:77](=[NH:78])[NH2:79])=[O:70])[CH2:65][CH:66]([CH3:67])[CH3:68])=[O:62])[CH2:51][C:52]1[C:60]2[C:55](=[CH:56][CH:57]=[CH:58][CH:59]=2)[NH:54][CH:53]=1)=[O:22])[CH2:13][C:14]1[CH:19]=[CH:18][C:17]([OH:20])=[CH:16][CH:15]=1)=[O:10])[CH2:3][O:4][C:5]([CH3:8])([CH3:7])[CH3:6] |f:4.5|. Procedure: To a solution of Boc-Ser(But)-Tyr-NHNH2 (3.68 g) in dimethylformamide (84 ml) at -15° C., was added a solution of hydrogen chloride in ethyl acetate (1.7 N, 12.35 ml), followed by t-butyl nitrite (1.17 ml). After stirring at -15° C. for 15 min, the reaction mixture was cooled to -25° C. and adjusted to pH 7 with N-ethyldiisopropylamine (3.95 ml). To this solution at -20° C. was added a solution of the above H-D-Trp-Leu-Arg-Pro-Gly-NH2 trifluoroacetate and N-ethyldiisopropylamine (1.46 ml) in dim... Starting materials: C(C)(C)(C)OC(=O)N[C@@H](C)C(=O)O (N-t-butoxycarbonyl-(L)-alanine), COC1=C(C=CC=C1)[C@H](C)N ((1S)-1-(2-methoxyphenyl)ethanamine), ( 2 ), ( 2 ). Product: COC1=C(C=CC=C1)[C@H](C)NC[C@H](C)N ((2S)—N-[(1S)-1-(2-methoxyphenyl)ethyl]propane-1,2-diamine). The yield is 12.2%. RXN SMILES: C(OC([NH:8][C@H:9]([C:11](O)=O)[CH3:10])=O)(C)(C)C.[CH3:14][O:15][C:16]1[CH:21]=[CH:20][CH:19]=[CH:18][C:17]=1[C@@H:22]([NH2:24])[CH3:23]>>[CH3:14][O:15][C:16]1[CH:21]=[CH:20][CH:19]=[CH:18][C:17]=1[C@@H:22]([NH:24][CH2:10][C@@H:9]([NH2:8])[CH3:11])[CH3:23]. Reported procedure: By using N-t-butoxycarbonyl-(L)-alanine (431 mg), and (1S)-1-(2-methoxyphenyl)ethanamine (200 mg) obtained by the method described in the publication (Japanese Patent Unexamined Publication No. 54/154724) as starting materials, the title compound (33.6 mg) was obtained in the same manners as those of Reference Example 10, (1), (2), and Reference Example 3, (2). Starting materials: ClC=1C2=C(N=CN1)NC=C2C (4-chloro-5-methyl-7H-pyrrolo[2,3-d]pyrimidine), ClN1C(CCC1=O)=O (N-chlorosuccinimide). Solvent: ClCCl (dichloromethane). Conditions: temperature 43 celsius. The product is ClC=1C2=C(N=CN1)NC=C2Cl (4,5-dichloro-7H-pyrrolo[2,3-d]pyrimidine). The yield is 81.8%. RXN SMILES: [Cl:1][C:2]1[C:3]2[C:10](C)=[CH:9][NH:8][C:4]=2[N:5]=[CH:6][N:7]=1.[Cl:12]N1C(=O)CCC1=O>ClCCl>[Cl:1][C:2]1[C:3]2[C:10]([Cl:12])=[CH:9][NH:8][C:4]=2[N:5]=[CH:6][N:7]=1. Procedure: Following the procedure in Pdulo, J. S.; Saxena, N. K.; Nassiri, M. R.; Turk, S. R.; Drach, J. C.; Townsend, L. B. J. Med. Chem. 31:2086 (1988), 4-chloro-5-methyl-7H-pyrrolo[2,3-d]pyrimidine (Example 1A, 20. g, 0.13 mol) was suspended in anhydrous dichloromethane (500 mL), followed by addition of N-chlorosuccinimide (20.8 g, 0.160 mol). The reaction mixture was refluxed at 43° C. for 8 hours. The reaction was cooled down, and the white solid was filtered, washed with dichloromethane (300 mL), an... The reactants are O (water), COCC=1N=CC(=NC1)C(=O)OC (Methyl 5-(methoxymethyl)pyrazine-2-carboxylate), O.[OH-].[Li+] (lithium hydroxide monohydrate), O (water). Solvent: O1CCOCC1 (1,4-dioxane). Conditions: time 1 hour. The product is COCC=1N=CC(=NC1)C(=O)O (5-(methoxymethyl)pyrazine-2-carboxylic acid). RXN SMILES: [CH3:1][O:2][CH2:3][C:4]1[N:5]=[CH:6][C:7]([C:10]([O:12]C)=[O:11])=[N:8][CH:9]=1.O.O.[OH-].[Li+]>O1CCOCC1>[CH3:1][O:2][CH2:3][C:4]1[N:5]=[CH:6][C:7]([C:10]([OH:12])=[O:11])=[N:8][CH:9]=1 |f:2.3.4|. Reported procedure: Methyl 5-(methoxymethyl)pyrazine-2-carboxylate, 8-(1), (55 mg, crude) was dissolved in 1,4-dioxane (1 mL) and water (1 mL) was added followed by lithium hydroxide monohydrate (50 mg). After stirring at RT for 1 h, water (20 mL) was added and the mixture was extracted with ether (20 mL). The aqueous portion was acidified to pH 2 and extracted with EtOAc (2×25 mL). The combined EtOAc layers were dried over MgSO4 and evaporated to afford the title compound (19 mg). 1H NMR (400 MHz, CDCl3) δ ppm 3.5... Reactants: CC(C)([Si](OCCC(CCO[Si](C(C)(C)C)(C)C)(O)C=1SC(=CN1)C1=CC(=CC=C1)NC1=NC=CC(=N1)C(F)(F)F)(C)C)C (2,2,3,3,11,11,12,12-octamethyl-7-[5-(3-{[4-(trifluoromethyl)pyrimidin-2-yl]amino}phenyl)-1,3-thiazol-2-yl]-4,10-dioxa-3,11-disilatridecan-7-ol), CCCC[N+](CCCC)(CCCC)CCCC.[F-] (TBAF). Run in C1CCOC1 (THF). Reaction conditions: time 8 hour. Product: FC(C1=NC(=NC=C1)NC=1C=C(C=CC1)C1=CN=C(S1)C(CCO)(CCO)O)(F)F (3-[5-(3-{[4-(trifluoromethyl)pyrimidin-2-yl]amino}phenyl)-1,3-thiazol-2-yl]pentane-1,3,5-triol). Isolated yield 61.8%. Reaction SMILES: CC(C)([Si](C)(C)[O:5][CH2:6][CH2:7][C:8]([C:20]1[S:21][C:22]([C:25]2[CH:30]=[CH:29][CH:28]=[C:27]([NH:31][C:32]3[N:37]=[C:36]([C:38]([F:41])([F:40])[F:39])[CH:35]=[CH:34][N:33]=3)[CH:26]=2)=[CH:23][N:24]=1)([OH:19])[CH2:9][CH2:10][O:11][Si](C)(C)C(C)(C)C)C.CCCC[N+](CCCC)(CCCC)CCCC.[F-]>C1COCC1>[F:41][C:38]([F:39])([F:40])[C:36]1[CH:35]=[CH:34][N:33]=[C:32]([NH:31][C:27]2[CH:26]=[C:25]([C:22]3[S:21][C:20]([C:8]([OH:19])([CH2:9][CH2:10][OH:11])[CH2:7][CH2:6][OH:5])=[N:24][CH:23]=3)[CH:30]=[CH:29][CH:28]=2)[N:37]=1 |f:1.2|. Reported procedure: To a solution of the product of Step 2 (196 mg, 0.293 mmol) in THF (3 mL) was added TBAF (1 M in THF, 1.465 mL, 1.465 mmol) and the solution was stirred overnight at room temperature. Solvent was removed by evaporation and the residue was purified by flash chromatography to give 3-[5-(3-{[4-(trifluoromethyl)pyrimidin-2-yl]amino}phenyl)-1,3-thiazol-2-yl]pentane-1,3,5-triol (79.8 mg, 0.181 mmol, 61.8% yield) as an off-white fluffy solid. APCI: [M+H]+ m/z 441.1. 1H NMR (500 MHz, acetone-d6): δ 9.30... Reactants: CCN(CC)CCCl, CC(C)=O, Cc1cc(C(C)CC(=O)c2ccccc2)ccc1O. Yields the product Cl, CCN(CC)CCOc1ccc(C(C)CC(=O)c2ccccc2)cc1C. Reaction SMILES: [CH2:20]([CH3:21])[N:22]([CH2:23][CH3:24])[CH2:25][CH2:26][Cl:27].[CH3:28][C:29](=[O:30])[CH3:31].[OH:1][c:2]1[cH:3][cH:4][c:5]([CH:9]([CH2:10][C:11](=[O:12])[c:13]2[cH:14][cH:15][cH:16][cH:17][cH:18]2)[CH3:19])[cH:6][c:7]1[CH3:8]>>[ClH:27].[O:1]([c:2]1[cH:3][cH:4][c:5]([CH:9]([CH2:10][C:11](=[O:12])[c:13]2[cH:14][cH:15][cH:16][cH:17][cH:18]2)[CH3:19])[cH:6][c:7]1[CH3:8])[CH2:26][CH2:25][N:22]([CH2:20][CH3:21])[CH2:23][CH3:24]. Product: ClC=1C=C(C#N)C=C(C1)OC=1C(=NNC1CN1CCN(CC1)C(COC)=O)C (3-Chloro-5-[(5-{[4-(methoxyacetyl)-1-piperazinyl]methyl}-3-methyl-1H-pyrazol-4-yl)oxy]benzonitrile). Procedure: N-Benzyl-N-cyclohexylcarbodiimide polymer bound (624 mg of 1.3 mmol/g, 0.480 mmol) was added in one portion to a stirred solution of methoxyacetic acid (37 μL, 0.480 mmol) and the amine of Example 78 (80 mg, 0.240 mmol) in dichloromethane (5 ml) at room temperature under nitrogen. The reaction was stirred for 1 hour and the polymer bound reagent was removed by filtration. The filtrate was concentrated under reduced pressure and the crude product was purified by flash column chromatography on sil... Run at time 1 hour. Isolated yield 46.4%. Run in ClCCl (dichloromethane). Reaction SMILES: [CH3:1][O:2][CH2:3][C:4]([OH:6])=O.[Cl:7][C:8]1[CH:9]=[C:10]([CH:13]=[C:14]([O:16][C:17]2[C:18]([CH3:29])=[N:19][NH:20][C:21]=2[CH2:22][N:23]2[CH2:28][CH2:27][NH:26][CH2:25][CH2:24]2)[CH:15]=1)[C:11]#[N:12]>ClCCl>[Cl:7][C:8]1[CH:9]=[C:10]([CH:13]=[C:14]([O:16][C:17]2[C:18]([CH3:29])=[N:19][NH:20][C:21]=2[CH2:22][N:23]2[CH2:24][CH2:25][N:26]([C:4](=[O:6])[CH2:3][O:2][CH3:1])[CH2:27][CH2:28]2)[CH:15]=1)[C:11]#[N:12]. Reactants: N-Benzyl-N-cyclohexylcarbodiimide, COCC(=O)O (methoxyacetic acid), ClC=1C=C(C#N)C=C(C1)OC=1C(=NNC1CN1CCNCC1)C (3-Chloro-5-{[3-methyl-5-(1-piperazinylmethyl)-1H-pyrazol-4-yl]oxy}benzonitrile). The reactants are [H-].[Al+3].[Li+].[H-].[H-].[H-] (Lithium aluminum hydride), C(CCCCCC)NC(CN1CCN(CC1)CCCO)=O (N-heptyl-2-[4-[3-hydroxypropyl]piperazin-1-yl]acetamide), [Cl-].[NH4+] (ammonium chloride). Solvent: C1CCOC1 (THF). Yields the product C(CCCCCC)NCCN1CCN(CC1)CCCO (3-[4-(2-heptylaminoethyl)piperazin-1-yl]propanol). Yield: 41.1%. As a reaction SMILES: [H-].[Al+3].[Li+].[H-].[H-].[H-].[CH2:7]([NH:14][C:15](=O)[CH2:16][N:17]1[CH2:22][CH2:21][N:20]([CH2:23][CH2:24][CH2:25][OH:26])[CH2:19][CH2:18]1)[CH2:8][CH2:9][CH2:10][CH2:11][CH2:12][CH3:13].[Cl-].[NH4+]>C1COCC1>[CH2:7]([NH:14][CH2:15][CH2:16][N:17]1[CH2:18][CH2:19][N:20]([CH2:23][CH2:24][CH2:25][OH:26])[CH2:21][CH2:22]1)[CH2:8][CH2:9][CH2:10][CH2:11][CH2:12][CH3:13] |f:0.1.2.3.4.5,7.8|. Reported procedure: Lithium aluminum hydride (380 mg, 10 mmol) was added to a solution of this amide (1.50 g, 5.0 mmol) in THF (50 ml) with ice-cooling and stirring and the mixture was returned to room temperature and stirred for 15 minutes and then heated to reflux for 2 hours. Under ice-cooling and stirring, a saturated ammonium chloride solution was gradually added thereto until the reaction solution became turbid, the separated matters were filtered off through celite, the filtrate was dried over anhydrous sodi...